Dataset: the Open Reaction Database (ORD), a public repository of structured organic reaction records. Task: describe an organic reaction: reactants, conditions, products, and yield Starting materials: CCO, NCc1ccccc1, O=C(O)CC(O)C(=O)O. The product is O=C1CC(O)C(=O)N1Cc1ccccc1. RXN SMILES: [CH3:18][CH2:19][OH:20].[NH2:10][CH2:11][c:12]1[cH:13][cH:14][cH:15][cH:16][cH:17]1.[OH:1][CH:2]([CH2:3][C:4]([OH:5])=[O:8])[C:7]([OH:6])=[O:9]>>[OH:1][CH:2]1[CH2:3][C:4](=[O:5])[N:10]([CH2:11][c:12]2[cH:13][cH:14][cH:15][cH:16][cH:17]2)[C:7]1=[O:9]. Product: ClC1=CC=C(C=C1)C1=CN2CC(CC2=C1C1=CC=CC=C1)(C)C (6-(4-chlorophenyl)-2,2-dimethyl-7-phenyl-2,3-dihydro-1H-pyrrolizine), formula II. RXN SMILES: [CH2:1]([C:8]1[CH2:12][C:11]([CH3:14])([CH3:13])[CH2:10][N:9]=1)[C:2]1[CH:7]=[CH:6][CH:5]=[CH:4][CH:3]=1.[CH:15]1[C:20]([C:21]([CH2:23]Br)=O)=[CH:19][CH:18]=[C:17]([Cl:25])[CH:16]=1>>[Cl:25][C:17]1[CH:18]=[CH:19][C:20]([C:21]2[C:1]([C:2]3[CH:7]=[CH:6][CH:5]=[CH:4][CH:3]=3)=[C:8]3[N:9]([CH2:10][C:11]([CH3:14])([CH3:13])[CH2:12]3)[CH:23]=2)=[CH:15][CH:16]=1. Procedure details: The 2-benzyl-4,4-dimethyl-1-pyrroline of the formula III is then cyclized with ω-bromo-4-chloroacetophenone to give the 6-(4-chlorophenyl)-2,2-dimethyl-7-phenyl-2,3-dihydro-1H-pyrrolizine of the formula II. The reaction is known from the prior art mentioned at the outset. ω-Bromo-4-chloroacetophenone can be obtained, for example, as described in Bull. Soc. Chim. Fr. 21, 69 (1899). Reactants: C1=CC(=CC=C1C(=O)CBr)Cl (ω-bromo-4-chloroacetophenone), C(C1=CC=CC=C1)C1=NCC(C1)(C)C (2-benzyl-4,4-dimethyl-1-pyrroline), formula III. The reactants are [BH4-], CC(C)=O, CC(=O)C=Cc1ccc(C2CCCCC2)c(Cl)c1. Yields the product CC(=O)CCc1ccc(C2CCCCC2)c(Cl)c1. As a reaction SMILES: [BH4-:1].[CH3:2][C:3](=[O:4])[CH3:5].[Cl:6][c:7]1[cH:8][c:9]([CH:19]=[CH:20][C:21]([CH3:22])=[O:23])[cH:10][cH:11][c:12]1[CH:13]1[CH2:14][CH2:15][CH2:16][CH2:17][CH2:18]1>>[Cl:6][c:7]1[cH:8][c:9]([CH2:19][CH2:20][C:21]([CH3:22])=[O:23])[cH:10][cH:11][c:12]1[CH:13]1[CH2:14][CH2:15][CH2:16][CH2:17][CH2:18]1. Reactants: Cc1cc(cnc1C=O)[Br], CC1=CN=C(C=C1)N, [C-]#[N+]C1CCCCC1. Reagents/catalysts: O=C(O)C(F)(F)F (trifluoroacetic acid). The solvent is CC(C)O (isopropyl alcohol), CC(C)O (isopropylalcohol). Run at temperature 22 celsius, time 20 hour. Yields the product Cc1ccc2nc(c3c(C)cc(cn3)[Br])c(NC3CCCCC3)n2c1. The yield is 80.5%. As a reaction SMILES: CC1=CC=C(N)N=C1.[C-]#[N+]C1CCCCC1.CC1=CC(Br)=CN=C1C=O>>CC1=CN2C(C=C1)=NC(=C2NC1CCCCC1)C1=NC=C(Br)C=C1C. Starting materials: FC1(OC2=C(O1)C=CC(=C2)CC(C(=O)OCC)C(=O)C2=CC=C(C=C2)F)F (ethyl 2-[(2,2-difluoro-1,3-benzodioxol-5-yl)methyl]-3-(4-fluorophenyl)-3-oxopropionate), Cl (hydrochloric acid). The reagents and catalysts are [BH4-].[Zn+2].[BH4-] (zinc borohydride). Solvent: C(C)OCC (diethyl ether). Run at time 2 hour. The product is FC1(OC2=C(O1)C=CC(=C2)CC(C(=O)OCC)C(O)C2=CC=C(C=C2)F)F (ethyl (2RS,3RS)-2-[(2,2-difluoro-1,3-benzodioxol-5-yl)methyl]-3-(4-fluorophenyl)-3-hydroxypropionate). As a reaction SMILES: [F:1][C:2]1([F:27])[O:6][C:5]2[CH:7]=[CH:8][C:9]([CH2:11][CH:12]([C:18]([C:20]3[CH:25]=[CH:24][C:23]([F:26])=[CH:22][CH:21]=3)=[O:19])[C:13]([O:15][CH2:16][CH3:17])=[O:14])=[CH:10][C:4]=2[O:3]1.Cl>C(OCC)C.[BH4-].[Zn+2].[BH4-]>[F:27][C:2]1([F:1])[O:6][C:5]2[CH:7]=[CH:8][C:9]([CH2:11][CH:12]([CH:18]([C:20]3[CH:21]=[CH:22][C:23]([F:26])=[CH:24][CH:25]=3)[OH:19])[C:13]([O:15][CH2:16][CH3:17])=[O:14])=[CH:10][C:4]=2[O:3]1 |f:3.4.5|. Procedure details: While stirring zinc chloride (3.50 g, 25.7 mmol) in diethyl ether (50 ml), sodium borohydride (1.94 g, 51.4 mmol) was added at room temperature and the mixture was stirred as it was for 2 hrs. The insoluble material of the mixture was removed by filtration and washed with diethyl ether to give a solution of zinc borohydride in diethyl ether. To the obtained solution was added a solution of ethyl 2-[(2,2-difluoro-1,3-benzodioxol-5-yl)methyl]-3-(4-fluorophenyl)-3-oxopropionate (4.888 g, 12.85 mmol... Starting materials: ClC1=CC(=C(C=C1)F)[N+](=O)[O-] (4-chloro-1-fluoro-2-nitrobenzene), Cl.NCCC(=O)OCC (ethyl 3-aminopropanoate hydrochloride), C(C)N(C(C)C)C(C)C (N-ethyl-N-isopropylpropan-2-amine). The solvent is O1CCCC1 (tetrahydrofuran), O (water). Conditions: time 16 hour. The product is ClC1=CC(=C(C=C1)NCCC(=O)OCC)[N+](=O)[O-] (ethyl 3-[(4-chloro-2-nitrophenyl)amino]propanoate). Isolated yield 64.3%. As a reaction SMILES: [Cl:1][C:2]1[CH:7]=[CH:6][C:5](F)=[C:4]([N+:9]([O-:11])=[O:10])[CH:3]=1.Cl.[NH2:13][CH2:14][CH2:15][C:16]([O:18][CH2:19][CH3:20])=[O:17].C(N(C(C)C)C(C)C)C>O1CCCC1.O>[Cl:1][C:2]1[CH:7]=[CH:6][C:5]([NH:13][CH2:14][CH2:15][C:16]([O:18][CH2:19][CH3:20])=[O:17])=[C:4]([N+:9]([O-:11])=[O:10])[CH:3]=1 |f:1.2|. Procedure: A mixture of 4-chloro-1-fluoro-2-nitrobenzene (10.0 g, 57.0 mmol), ethyl 3-aminopropanoate hydrochloride (8.75 g, 57.0 mmol) and N-ethyl-N-isopropylpropan-2-amine (36.0 g, 0.285 mol) in tetrahydrofuran (150 mL) was stirred at room temperature for 16 hours. The reaction mixture was then diluted with water and then extracted with EtOAc (200 mL×3). The combined organic layers were washed with water (200 mL×3), and then dried over Na2SO4, then filtered and concentrated in vacuo. The residue was puri...